This data is from the Open Reaction Database (ORD), a public repository of structured organic reaction records. The task is: describe an organic reaction: reactants, conditions, products, and yield Reactants: CC1=C(C(=C(C(=C1C(=O)CC(=O)OCC)F)F)F)F (ethyl 6-methyl-2,3,4,5-tetrafluorobenzoylacetate), C(C)(=O)OC(C)=O (acetic anhydride), C(OCC)([O-])[O-] (ethyl orthoformate). The product is CC1=C(C(=C(C(=C1C(=O)C(C(=O)OCC)=COCC)F)F)F)F (ethyl 2-(6-methyl-2,3,4,5-tetrafluorobenzoyl)-3-ethoxyacrylate). Isolated yield 99.1%. Reaction SMILES: [CH3:1][C:2]1[C:7]([C:8]([CH2:10][C:11]([O:13][CH2:14][CH3:15])=[O:12])=[O:9])=[C:6]([F:16])[C:5]([F:17])=[C:4]([F:18])[C:3]=1[F:19].[C:20]([O:23][C:24](=O)C)(=O)[CH3:21].C([O-])([O-])OCC>>[CH3:1][C:2]1[C:7]([C:8]([C:10](=[CH:24][O:23][CH2:20][CH3:21])[C:11]([O:13][CH2:14][CH3:15])=[O:12])=[O:9])=[C:6]([F:16])[C:5]([F:17])=[C:4]([F:18])[C:3]=1[F:19]. Procedure details: To ethyl 6-methyl-2,3,4,5-tetrafluorobenzoylacetate (4.20 g) are added acetic anhydride (3.7 g) and ethyl orthoformate (4 ml) and the mixture is refluxed for 1 hour. After concentrating, ethyl 2-(6-methyl-2,3,4,5-tetrafluorobenzoyl)-3-ethoxyacrylate (5 g) is obtained.